This data is from the Open Reaction Database (ORD), a public repository of structured organic reaction records. The task is: describe an organic reaction: reactants, conditions, products, and yield The reactants are COC(=O)c1coc(C2CCCN2C(=O)OCc2ccccc2)n1, C1CCOC1, CCOC(C)=O, Cl, O. Product: O=C(OCc1ccccc1)N1CCCC1c1nc(CO)co1. Reaction SMILES: [CH2:1]([c:2]1[cH:3][cH:4][cH:5][cH:6][cH:7]1)[O:8][C:9](=[O:10])[N:11]1[CH:12]([c:16]2[o:17][cH:18][c:19]([C:21](=[O:22])[O:23][CH3:24])[n:20]2)[CH2:13][CH2:14][CH2:15]1.[CH2:32]1[O:33][CH2:34][CH2:35][CH2:36]1.[CH3:25][CH2:26][O:27][C:28](=[O:29])[CH3:30].[ClH:31].[OH2:37]>>[CH2:1]([c:2]1[cH:3][cH:4][cH:5][cH:6][cH:7]1)[O:8][C:9](=[O:10])[N:11]1[CH:12]([c:16]2[o:17][cH:18][c:19]([CH2:21][OH:22])[n:20]2)[CH2:13][CH2:14][CH2:15]1. The reactants are oil, C(C)OC(C1=CC(=C(C(=C1)C1=CC(=CC=C1)C(F)(F)F)OCCO)C1=CC=C(C=C1)OC)=O (3-(4-methoxyphenyl)-5-(3-trifluoromethylphenyl)-4-(2-hydroxyethoxy)benzoic acid ethyl ester), C1(=CC=CC=C1)CCCCCCCCN (8-phenyloctylamine). Product: C1(=CC=CC=C1)CCCCCCCCNC(C1=CC(=C(C(=C1)C1=CC(=CC=C1)C(F)(F)F)OCCO)C1=CC=C(C=C1)OC)=O (N-(8-phenyloctyl)-3-(4-methoxyphenyl)-5-(3-trifluoromethylphenyl)-4-(2-hydroxyethoxy)benzamide). RXN SMILES: C(O[C:4](=[O:33])[C:5]1[CH:10]=[C:9]([C:11]2[CH:16]=[CH:15][CH:14]=[C:13]([C:17]([F:20])([F:19])[F:18])[CH:12]=2)[C:8]([O:21][CH2:22][CH2:23][OH:24])=[C:7]([C:25]2[CH:30]=[CH:29][C:28]([O:31][CH3:32])=[CH:27][CH:26]=2)[CH:6]=1)C.[C:34]1([CH2:40][CH2:41][CH2:42][CH2:43][CH2:44][CH2:45][CH2:46][CH2:47][NH2:48])[CH:39]=[CH:38][CH:37]=[CH:36][CH:35]=1>>[C:34]1([CH2:40][CH2:41][CH2:42][CH2:43][CH2:44][CH2:45][CH2:46][CH2:47][NH:48][C:4](=[O:33])[C:5]2[CH:10]=[C:9]([C:11]3[CH:16]=[CH:15][CH:14]=[C:13]([C:17]([F:18])([F:19])[F:20])[CH:12]=3)[C:8]([O:21][CH2:22][CH2:23][OH:24])=[C:7]([C:25]3[CH:30]=[CH:29][C:28]([O:31][CH3:32])=[CH:27][CH:26]=3)[CH:6]=2)[CH:39]=[CH:38][CH:37]=[CH:36][CH:35]=1. Reported procedure: The product was prepared as a viscous yellow oil (0.165 g, 61%) from 3-(4-methoxyphenyl)-5-(3-trifluoromethylphenyl)-4-(2-hydroxyethoxy)benzoic acid ethyl ester and 8-phenyloctylamine using a procedure similar to step 2 of example 1; 1H NMR (300 MHz, DMSO-d6) δ1.21-1.34 (m, 8H), 1.45-1.58 (m, 4H), 2.50 (t, J=7.5 Hz, 2H), 3.10 (q, J=6 Hz, 2H), 3.20-3.30 (m, 4H), 3.80 (s, 3H), 4.38 (t, J=6 Hz, 1H), 7.01-7.05 (m, 2H), 7.10-7.25 (m, 5H),7.60 (d, J=9 Hz, 2H), 7.68-7.78 (m, 2H), 7.84-7.88 (m, 2H), 7.9... Reactants: ClCc1cccc(Oc2ccccc2)c1, [OH-]. Product: Cc1cccc(Oc2ccccc2)c1. RXN SMILES: [O:2]([c:3]1[cH:4][cH:5][cH:6][cH:7][cH:8]1)[c:9]1[cH:10][c:11]([CH2:12][Cl:13])[cH:14][cH:15][cH:16]1.[OH-:1]>>[O:2]([c:3]1[cH:4][cH:5][cH:6][cH:7][cH:8]1)[c:9]1[cH:10][c:11]([CH3:12])[cH:14][cH:15][cH:16]1. Reactants: product 0.75, hexanes EtOAc, CCCCCCC=CCCC (undec7-ene), ( 3 ), aldehydes, [Cl-].[NH4+] (ammonium chloride), CC=1C(C(C=CC1)(C)C)C=O (2,6,6-trimethyl-2,4-cyclohexadiene-1-carboxaldehyde). The solvent is ClCCl (dichloromethane), ClCCl (dichloromethane). Reaction conditions: time 60 minute. Product: CC1=C(C(C=CC1)(C)C)C=O (2,6,6-Trimethyl-1,4-cyclohexadiene-1-carboxaldehyde). Isolated yield 83.2%. RXN SMILES: [CH3:1][C:2]1[CH:3]([CH:10]=[O:11])[C:4]([CH3:9])([CH3:8])[CH:5]=[CH:6][CH:7]=1.CCCCCCC=CCCC.[Cl-].[NH4+]>ClCCl>[CH3:1][C:2]1[CH2:7][CH:6]=[CH:5][C:4]([CH3:8])([CH3:9])[C:3]=1[CH:10]=[O:11] |f:2.3|. Procedure details: (V where R1, R2, and R3 are methyl) To a solution of 2,6,6-trimethyl-2,4-cyclohexadiene-1-carboxaldehyde IV (3.70 g, 24.8 mmol) in anhydrous dichloromethane (25 mL) was added 1,8-diazabicyclo 5.4.0!undec7-ene (DBU) (0.150 mL, 0.98 mmol) in three (3) portions over 30 min. while the mixture was stirred at 0° C. The solution was warmed to room temperature and the progress of the reaction was monitored by TLC (hexanes:EtOAc 9:1). The two isomeric aldehydes are separable on TLC (RfSM 0.85; Rf product...